Dataset: the Open Reaction Database (ORD), a public repository of structured organic reaction records. Task: describe an organic reaction: reactants, conditions, products, and yield As a reaction SMILES: [C:1]([O:5][C:6](=[O:11])[NH:7][CH2:8][CH2:9][NH2:10])([CH3:4])([CH3:3])[CH3:2].[C:12]1([CH:18]([CH3:21])[CH:19]=O)[CH:17]=[CH:16][CH:15]=[CH:14][CH:13]=1.C(O)(=O)C.C([BH3-])#N.[Na+]>CO>[C:1]([O:5][C:6](=[O:11])[NH:7][CH2:8][CH2:9][NH:10][CH2:19][CH:18]([C:12]1[CH:17]=[CH:16][CH:15]=[CH:14][CH:13]=1)[CH3:21])([CH3:4])([CH3:2])[CH3:3] |f:3.4|. Starting materials: C(C)(C)(C)OC(NCCN)=O (tert-butyl-N-(2-aminoethyl)carbamate), C(#N)[BH3-].[Na+] (sodium cyanoborohydride), C1(=CC=CC=C1)C(C=O)C (2-phenylpropionaldehyde), C(C)(=O)O (acetic acid). Procedure: In the same way as that described in Example 4, Step 1, using tert-butyl-N-(2-aminoethyl)carbamate (1.6 g, 10 mmol), 2-phenylpropionaldehyde (1.32 mL, 10 mmol), MeOH (100 mL), acetic acid (1.72 mL, 30 mmol) and sodium cyanoborohydride (1.26 g, 20 mmol). The crude residue was chromatographed on silica gel, eluting with CH2Cl2 :MeOH (90:10), to give the amine (1.56 g, 56%) as a colourless oil. 1H NMR (250 MHz, CDCl3) δ1.26 (3H, d, J=6.9 Hz), 1.42 (9H, s), 2.70-2.81 (4H, m), 2.90-3.00 (1H, m), 3.14... Run in CO (MeOH). Yield: 56.0%. The product is C(C)(C)(C)OC(NCCNCC(C)C1=CC=CC=C1)=O (2-[2-Phenylpropylamino]ethyl carbamic acid tert-butyl ester). The reactants are BrC1=C(OC2=C(C=C(N)C=C2Cl)Cl)C=CC(=C1)Cl (4-(2-bromo-4-chlorophenoxy)-3,5-dichloroaniline), BrN1C(CCC1=O)=O (N-bromosuccinimide). Run in C1=CC=CC=C1 (benzene). Reaction conditions: time 2 hour. Yields the product BrC1=C(N)C=C(C(=C1Cl)OC1=C(C=C(C=C1)Cl)Br)Cl (2-bromo-4-(2-bromo-4-chlorophenoxy)-3,5-dichloroaniline). The yield is 66.4%. As a reaction SMILES: [Br:1][C:2]1[CH:17]=[C:16]([Cl:18])[CH:15]=[CH:14][C:3]=1[O:4][C:5]1[C:11]([Cl:12])=[CH:10][C:8]([NH2:9])=[CH:7][C:6]=1[Cl:13].[Br:19]N1C(=O)CCC1=O>C1C=CC=CC=1>[Br:19][C:10]1[C:11]([Cl:12])=[C:5]([O:4][C:3]2[CH:14]=[CH:15][C:16]([Cl:18])=[CH:17][C:2]=2[Br:1])[C:6]([Cl:13])=[CH:7][C:8]=1[NH2:9]. Procedure: Into a magnetically stirred solution of 4-(2-bromo-4-chlorophenoxy)-3,5-dichloroaniline (6.38 grams, 17.36 mmol) in benzene (35 milliliters) was added N-bromosuccinimide (3.71 grams, 20.83 mmol). The reaction mixture was stirred for two hours at room temperature, transferred to a separatory funnel and washed with saturated Na2SO3 solution (2x), water (2x) and brine (1x). The organic layer was dried over Na2SO4 and concentrated under reduced pressure to afford the crude product which when subject... Reactants: COC1=C(CONC(C(CS(=O)(=O)N2CCN(CC2)C2=CC=C(C=C2)F)CC(C)C)=O)C=CC(=C1)OC (N-(2,4-dimethoxybenzyloxy)-3-[4-(4-fluorophenyl)piperazine-1-sulfonyl]-2-isobutylpropionamide), FC(C(=O)O)(F)F (trifluoroacetic acid). The solvent is ClCCl (dichioromethane). Conditions: time 15 minute. The product is dichloromethane-ether-methanol, ONC(C(CS(=O)(=O)N1CCN(CC1)C1=CC=C(C=C1)F)CC(C)C)=O (N-Hydroxy-3-[4-(4-fluorophenyl)piperazine-1-sulfonyl]-2-isobutylpropionamide). Isolated yield 55.5%. As a reaction SMILES: COC1C=C(OC)C=CC=1C[O:6][NH:7][C:8](=[O:31])[CH:9]([CH2:27][CH:28]([CH3:30])[CH3:29])[CH2:10][S:11]([N:14]1[CH2:19][CH2:18][N:17]([C:20]2[CH:25]=[CH:24][C:23]([F:26])=[CH:22][CH:21]=2)[CH2:16][CH2:15]1)(=[O:13])=[O:12].FC(F)(F)C(O)=O>ClCCl>[OH:6][NH:7][C:8](=[O:31])[CH:9]([CH2:27][CH:28]([CH3:29])[CH3:30])[CH2:10][S:11]([N:14]1[CH2:19][CH2:18][N:17]([C:20]2[CH:25]=[CH:24][C:23]([F:26])=[CH:22][CH:21]=2)[CH2:16][CH2:15]1)(=[O:12])=[O:13]. Procedure: To a solution of N-(2,4-dimethoxybenzyloxy)-3-[4-(4-fluorophenyl)piperazine-1-sulfonyl]-2-isobutylpropionamide (220 mg) in dichioromethane (4 ml) was added trifluoroacetic acid (200 μl) andtriethylsilane (145 μl). The mixture was stirred at room temperature for 15 minutes, evaporated in vacuo and the residue was purified on silica gel (eluant: dichloromethane-ether-methanol (80:20:0.5) to dichloromethane-methanol (80:20) to give the title compound (88 mg, 56%). The reactants are ON (hydroxy amine), C1(CCCC(=O)O1)=O (glutaric anhydride). Run in C1=CC=CC=C1 (benzene), C(C)N(CC)CC (triethyl amine). Run at time 2 hour. The product is C(CCCC(=O)O)(=O)O.NO (Hydroxylamine Glutarate). Reaction SMILES: [OH:1][NH2:2].[C:3]1(=[O:10])[O:9][C:7](=[O:8])[CH2:6][CH2:5][CH2:4]1>C1C=CC=CC=1.C(N(CC)CC)C>[C:3]([OH:9])(=[O:10])[CH2:4][CH2:5][CH2:6][C:7]([OH:1])=[O:8].[NH2:2][OH:1] |f:4.5|. Procedure: This example that demonstrates how this method could be performed. Part 1: To a solution of 2 g hydroxy amine in 100 ml dry benzene and 20 ml triethyl amine, 9.4 g glutaric anhydride is added and the reaction mixture stirred at room temperature for 2 h and refluxed for 2 h. The solvent is evaporated under vacuum and the residue is purified by flash chromatography using silica gel. The reactants are CC=1OC2=C(C1C)C=CC=C2[C@@H](CS(=O)(=O)C2=CC=C(C=C2)C)O ((+)-2,3-dimethyl-7-(2-para-methylphenylsulphonyl-1(S)-hydroxyethyl)benzofuran), C(C)NCC (diethylamine). The product is CC=1OC2=C(C1C)C=CC=C2[C@@H](CN(CC)CC)O ((+)-2,3-dimethyl-7-(2-diethylamino-1(S)-hydroxyethyl)benzofuran). Isolated yield 527.3%. As a reaction SMILES: [CH3:1][C:2]1[O:3][C:4]2[C:11]([C@H:12]([OH:24])[CH2:13]S(C3C=CC(C)=CC=3)(=O)=O)=[CH:10][CH:9]=[CH:8][C:5]=2[C:6]=1[CH3:7].[CH2:25]([NH:27][CH2:28][CH3:29])[CH3:26]>>[CH3:1][C:2]1[O:3][C:4]2[C:11]([C@H:12]([OH:24])[CH2:13][N:27]([CH2:28][CH3:29])[CH2:25][CH3:26])=[CH:10][CH:9]=[CH:8][C:5]=2[C:6]=1[CH3:7]. Reported procedure: 15 g (41.65 mmol) of (+)-2,3-dimethyl-7-(2-para-methylphenylsulphonyl-1(S)-hydroxyethyl)benzofuran and 210 ml (2.03 mol) of diethylamine are introduced into a 500 ml three-necked flask equipped with a stirrer and a reflux condenser. The solution is stirred at reflux for 16 h and the solution is concentrated. The residue is purified by successive column chromatography operations (elution solvent: 90/10 dichloromethane/methanol) and dried in a desiccator under vacuum over phosphorus pentoxide. 57.... Reactants: CC(C)(C)OC(=O)N1CCCC1COc1cncc(Br)c1, CC(C)c1cc(C(C)C)c(-c2ccccc2P(C2CCCCC2)C2CCCCC2)c(C(C)C)c1, C1CC2CNCC1C2, Cl, C1COCCO1, O, [Pd]. The product is CC(C)(C)OC(=O)N1CCCC1COc1cncc(N2CC3CCC(C3)C2)c1. Reaction SMILES: [Br:35][c:36]1[cH:37][n:38][cH:39][c:40]([O:42][CH2:43][CH:44]2[N:45]([C:49](=[O:50])[O:51][C:52]([CH3:53])([CH3:54])[CH3:55])[CH2:46][CH2:47][CH2:48]2)[cH:41]1.[CH:1]1([P:2]([CH:3]2[CH2:4][CH2:5][CH2:6][CH2:7][CH2:8]2)[c:9]2[cH:10][cH:11][cH:12][cH:13][c:14]2-[c:15]2[c:16]([CH:17]([CH3:18])[CH3:19])[cH:20][c:21]([CH:22]([CH3:23])[CH3:24])[cH:25][c:26]2[CH:27]([CH3:28])[CH3:29])[CH2:30][CH2:31][CH2:32][CH2:33][CH2:34]1.[CH:57]12[CH2:58][NH:59][CH2:60][CH:61]([CH2:62][CH2:63]1)[CH2:64]2.[ClH:56].[O:65]1[CH2:66][CH2:67][O:68][CH2:69][CH2:70]1.[OH2:72].[Pd:71]>>[c:36]1([N:59]2[CH2:58][CH:57]3[CH2:63][CH2:62][CH:61]([CH2:60]2)[CH2:64]3)[cH:37][n:38][cH:39][c:40]([O:42][CH2:43][CH:44]2[N:45]([C:49](=[O:50])[O:51][C:52]([CH3:53])([CH3:54])[CH3:55])[CH2:46][CH2:47][CH2:48]2)[cH:41]1. The reactants are N(=NC(=O)OC(C)C)C(=O)OC(C)C (diisopropyl azodicarboxylate), C1(=CC=CC=C1)P(C1=CC=CC=C1)C1=CC=CC=C1 (triphenylphosphine), OC=1C=2N(C=C(C1)C)C(=C(N2)C)C(=O)OCC (ethyl 8-hydroxy-2,6-dimethylimidazo[1,2-a]pyridine-3-carboxylate), FC1=C(C(=CC=C1)F)C(C)O (1-(2,6-difluorophenyl)ethanol), N(=NC(=O)OC(C)C)C(=O)OC(C)C (diisopropyl azodicarboxylate), C1(=CC=CC=C1)P(C1=CC=CC=C1)C1=CC=CC=C1 (triphenylphosphine). Solvent: C1CCOC1 (THF). Run at time 2 hour. Product: FC1=C(C(=CC=C1)F)C(C)OC=1C=2N(C=C(C1)C)C(=C(N2)C)C(=O)OCC (rac-Ethyl 8-[1-(2,6-difluorophenyl)ethoxy]-2,6-dimethylimidazo[1,2-a]pyridine-3-carboxylate). RXN SMILES: [OH:1][C:2]1[C:3]2[N:4]([C:9]([C:13]([O:15][CH2:16][CH3:17])=[O:14])=[C:10]([CH3:12])[N:11]=2)[CH:5]=[C:6]([CH3:8])[CH:7]=1.[F:18][C:19]1[CH:24]=[CH:23][CH:22]=[C:21]([F:25])[C:20]=1[CH:26](O)[CH3:27].N(C(OC(C)C)=O)=NC(OC(C)C)=O.C1(P(C2C=CC=CC=2)C2C=CC=CC=2)C=CC=CC=1>C1COCC1>[F:18][C:19]1[CH:24]=[CH:23][CH:22]=[C:21]([F:25])[C:20]=1[CH:26]([O:1][C:2]1[C:3]2[N:4]([C:9]([C:13]([O:15][CH2:16][CH3:17])=[O:14])=[C:10]([CH3:12])[N:11]=2)[CH:5]=[C:6]([CH3:8])[CH:7]=1)[CH3:27]. Reported procedure: 5.50 g (23.5 mmol) of ethyl 8-hydroxy-2,6-dimethylimidazo[1,2-a]pyridine-3-carboxylate Example 87A, 4.46 g (28.2 mmol) of 1-(2,6-difluorophenyl)ethanol, 5.35 ml (27.0 mmol) of diisopropyl azodicarboxylate and 7.08 g (27.0 mmol) of triphenylphosphine were dissolved in 141 ml of THF, and the mixture was stirred at RT for 2 h. 0.70 ml (3.5 mmol) of diisopropyl azodicarboxylate and 0.62 g (2.3 mmol) of triphenylphosphine were added to the reaction mixture, and the reaction solution was stirred at RT... The reactants are C([C@H](O)C1=CC=CC=C1)(=O)O (D-Mandelic acid), N1=CC(=CC=C1)C[C@@H]1N2CCC([C@H]1NC(=O)C=1OC3=C(C1)C=CC=C3)CC2 ((2S,3R)—N-(2-((3-pyridinyl)methyl)-1-azabicyclo[2.2.2]oct-3-yl)benzofuran-2-carboxamide), C(C)(=O)OCC (ethyl acetate). The solvent is C(C)O (ethanol). Conditions: temperature 5 celsius. Yields the product C([C@H](O)C1=CC=CC=C1)(=O)O.N1=CC(=CC=C1)C[C@@H]1N2CCC([C@H]1NC(=O)C=1OC3=C(C1)C=CC=C3)CC2 ((2S,3R)—N-(2-((3-pyridinyl)methyl)-1-azabicyclo[2.2.2]oct-3-yl)benzofuran-2-carboxamide D-mandelate salt). Isolated yield 62.4%. As a reaction SMILES: [C:1]([OH:11])(=[O:10])[C@@H:2]([C:4]1[CH:9]=[CH:8][CH:7]=[CH:6][CH:5]=1)[OH:3].[N:12]1[CH:17]=[CH:16][CH:15]=[C:14]([CH2:18][C@H:19]2[C@H:24]([NH:25][C:26]([C:28]3[O:29][C:30]4[CH:36]=[CH:35][CH:34]=[CH:33][C:31]=4[CH:32]=3)=[O:27])[CH:23]3[CH2:37][CH2:38][N:20]2[CH2:21][CH2:22]3)[CH:13]=1.C(OCC)(=O)C>C(O)C>[C:1]([OH:11])(=[O:10])[C@@H:2]([C:4]1[CH:9]=[CH:8][CH:7]=[CH:6][CH:5]=1)[OH:3].[N:12]1[CH:17]=[CH:16][CH:15]=[C:14]([CH2:18][C@H:19]2[C@H:24]([NH:25][C:26]([C:28]3[O:29][C:30]4[CH:36]=[CH:35][CH:34]=[CH:33][C:31]=4[CH:32]=3)=[O:27])[CH:23]3[CH2:37][CH2:38][N:20]2[CH2:21][CH2:22]3)[CH:13]=1 |f:4.5|. Procedure details: D-Mandelic acid (52.6 mg, 0.346 mmol) was added to a solution of (2S,3R)—N-(2-((3-pyridinyl)methyl)-1-azabicyclo[2.2.2]oct-3-yl)benzofuran-2-carboxamide (125 mg, 0.346 mmol) in hot ethanol (1 mL). Dilution with ethyl acetate (4 mL) and cooling failed to produce a precipitate. The volatiles were removed by rotary evaporation, and the residue (white foam) was dissolved in hot isopropanol (0.5 mL). Cooling to 5° C. produced white crystals which were collected by suction filtration. Vacuum oven dryi... Reactants: [H-].[Al+3].[Li+].[H-].[H-].[H-] (lithium aluminum hydride), [Cl-].[Al+3].[Cl-].[Cl-] (aluminum chloride), [OH-].[Na+] (sodium hydroxide), C(C)(=O)OCC (Ethyl acetate), C(C)C1OC2=C3C(N(C1=O)C)=C1CCCCC1=NC3=CC=C2 (3-ethyl-1,3,9,10,11,12-hexahydro-1-methyl-2H-quino[4,3,2-ef][1,4]benzoxazepin-2-one). Solvent: O1CCCC1 (tetrahydrofuran), O1CCCC1 (tetrahydrofuran). Reaction conditions: time 5 minute. Yields the product C(\C=C\C(=O)O)(=O)O.C(C)C1OC2=C3C(N(C1)C)=C1CCCCC1=NC3=CC=C2 (3-Ethyl-2,3,9,10,11,12-hexahydro-1-methyl-1H-quino[4,3,2-ef][1,4]benzoxazepine fumarate). Yield: 38.0%. Reaction SMILES: [H-].[Al+3].[Li+].[H-].[H-].[H-].[Cl-].[Al+3].[Cl-].[Cl-].[CH2:11]([CH:13]1[C:19](=[O:20])[N:18]([CH3:21])[C:17]2=[C:22]3[C:27](=[N:28][C:29]4=[CH:30][CH:31]=[CH:32][C:15](=[C:16]24)[O:14]1)[CH2:26][CH2:25][CH2:24][CH2:23]3)[CH3:12].[OH-:33].[Na+].[C:35]([O:38]CC)(=[O:37])[CH3:36]>O1CCCC1>[C:19]([OH:20])(=[O:33])/[CH:13]=[CH:36]/[C:35]([OH:38])=[O:37].[CH2:11]([CH:13]1[CH2:19][N:18]([CH3:21])[C:17]2=[C:22]3[C:27](=[N:28][C:29]4=[CH:30][CH:31]=[CH:32][C:15](=[C:16]24)[O:14]1)[CH2:26][CH2:25][CH2:24][CH2:23]3)[CH3:12] |f:0.1.2.3.4.5,6.7.8.9,11.12,15.16|. Procedure: To a solution of lithium aluminum hydride in tetrahydrofuran (1M, 11.99 ml) and dry tetrahydrofuran (30 ml) was added aluminum chloride (1.6 g) in portions, with stirring. After five mins, 3-ethyl-1,3,9,10,11,12-hexahydro-1-methyl-2H-quino[4,3,2-ef][1,4]benzoxazepin-2-one (3.55 g) was added, and stirring was continued for 0.5 hr. Ethyl acetate (200 ml) and 10% sodium hydroxide solution (200 ml) were added, the organic layer was separated, dried over anhydrous magnesium sulfate, filtered, and the... The reactants are C1CCOC1, CCOc1ccc(OB(O)O)c(C(F)(F)F)c1, CC(=O)O, [Na+], O, OO, O=S([O-])O. Product: CCOc1ccc(O)c(C(F)(F)F)c1. Reaction SMILES: [CH2:30]1[O:31][CH2:32][CH2:33][CH2:34]1.[CH2:5]([CH3:6])[O:7][c:8]1[cH:9][c:10]([C:18]([F:19])([F:20])[F:21])[c:11]([O:14][B:15]([OH:16])[OH:17])[cH:12][cH:13]1.[CH3:1][C:2](=[O:3])[OH:4].[Na+:29].[OH2:22].[OH:23][OH:24].[S:25]([O-:26])([OH:27])=[O:28]>>[CH2:5]([CH3:6])[O:7][c:8]1[cH:9][c:10]([C:18]([F:19])([F:20])[F:21])[c:11]([OH:14])[cH:12][cH:13]1.